This data is from the Open Reaction Database (ORD), a public repository of structured organic reaction records. The task is: describe an organic reaction: reactants, conditions, products, and yield Starting materials: powder, C1(=CC=CC=C1)NN (phenylhydrazine), CCOCC.N(=C=S)C(C(=O)[O-])(C)C1=CC=CC=C1 (ether 2-isothiocyanato-2-phenylpropionate). Solvent: C=1(C(=CC=CC1)C)C (xylene). The product is C1(=CC=CC=C1)N1C(NC(C1=O)(C)C1=CC=CC=C1)=S (3,5-diphenyl-5-methyl-2-thiohydantoin). Isolated yield 81.5%. Reaction SMILES: CCOCC.[N:6]([C:9]([C:14]1[CH:19]=[CH:18][CH:17]=[CH:16][CH:15]=1)([CH3:13])[C:10]([O-:12])=O)=[C:7]=[S:8].[C:20]1([NH:26]N)[CH:25]=[CH:24][CH:23]=[CH:22][CH:21]=1>C1(C)C(C)=CC=CC=1>[C:20]1([N:26]2[C:10](=[O:12])[C:9]([C:14]3[CH:19]=[CH:18][CH:17]=[CH:16][CH:15]=3)([CH3:13])[NH:6][C:7]2=[S:8])[CH:25]=[CH:24][CH:23]=[CH:22][CH:21]=1 |f:0.1|. Procedure details: 4.7 g (20 mmol) of ether 2-isothiocyanato-2-phenylpropionate are dissolved in 40 ml of xylene. 2.16 g (20 mmol) of phenylhydrazine are added and the mixture is heated for 4 hours at reflux. The mixture is cooled to room temperature and a beige solid precipitates. The precipitate is filtered, washed with 5 ml of diisopropyl ether and then dried under vacuum. 4.6 g (yield=77%) of 3,5-diphenyl-5-methyl-2-thiohydantoin are thus obtained in the form of a beige powder melting at 164° C. The reactants are O=c1[nH]c2cc(F)c(F)cc2c(=O)n1OCc1ccccc1, CI, [H-], [Na+], CN(C)C=O. The product is Cn1c(=O)n(OCc2ccccc2)c(=O)c2cc(F)c(F)cc21. RXN SMILES: [CH2:1]([c:2]1[cH:3][cH:4][cH:5][cH:6][cH:7]1)[O:8][n:9]1[c:10](=[O:22])[nH:11][c:12]2[cH:13][c:14]([F:21])[c:15]([F:20])[cH:16][c:17]2[c:18]1=[O:19].[CH3:25][I:26].[H-:23].[Na+:24].[O:27]=[CH:28][N:29]([CH3:30])[CH3:31]>>[CH2:1]([c:2]1[cH:3][cH:4][cH:5][cH:6][cH:7]1)[O:8][n:9]1[c:10](=[O:22])[n:11]([CH3:25])[c:12]2[cH:13][c:14]([F:21])[c:15]([F:20])[cH:16][c:17]2[c:18]1=[O:19].